This data is from the Open Reaction Database (ORD), a public repository of structured organic reaction records. The task is: describe an organic reaction: reactants, conditions, products, and yield Reactants: OCC=1N=CN(C1)C1=C(C=C(C=C1)N1C(O[C@H](C1)CN(C(=O)OC(C)(C)C)C1=NOC=C1)=O)F (3-(4-(4-Hydroxymethylimidazol-1-yl)-3-fluorophenyl)-5(R)-(N-(t-butoxycarbonyl)isoxazol-3-ylaminomethyl)oxazolidin-2-one), FC(C(=O)O)(F)F (trifluoroacetic acid). Run in ClCCl (dichloromethane). Run at time 30 minute. Product: O1N=C(C=C1)NC[C@H]1CN(C(O1)=O)C1=CC(=C(C=C1)N1C=NC(=C1)CO)F (5(S)-Isoxazol-3-ylaminomethyl-3-(4(4-Hydroxymethylimidazol-1-yl)-3-fluorophenyl)oxazolidin-2-one). Yield: 66.9%. RXN SMILES: [OH:1][CH2:2][C:3]1[N:4]=[CH:5][N:6]([C:8]2[CH:13]=[CH:12][C:11]([N:14]3[CH2:18][C@H:17]([CH2:19][N:20]([C:28]4[CH:32]=[CH:31][O:30][N:29]=4)C(OC(C)(C)C)=O)[O:16][C:15]3=[O:33])=[CH:10][C:9]=2[F:34])[CH:7]=1.FC(F)(F)C(O)=O>ClCCl>[O:30]1[CH:31]=[CH:32][C:28]([NH:20][CH2:19][C@@H:17]2[O:16][C:15](=[O:33])[N:14]([C:11]3[CH:12]=[CH:13][C:8]([N:6]4[CH:7]=[C:3]([CH2:2][OH:1])[N:4]=[CH:5]4)=[C:9]([F:34])[CH:10]=3)[CH2:18]2)=[N:29]1. Procedure: 3-(4-(4-Hydroxymethylimidazol-1-yl)-3-fluorophenyl)-5(R)-(N-(t-butoxycarbonyl)isoxazol-3-ylaminomethyl)oxazolidin-2-one (360 mg, 0.76 mM) was dissolved in dichloromethane (10 ml) and treated with trifluoroacetic acid (10 ml). After stirring for 30 minutes solvent was evaporated, the residue repeatedly evaporated to dryness with dichloromethane (3×10 ml), and the resulting gum dissolved in water (10 ml). The solution was made basic with concentrated aqueous ammonia, and the resulting precipitate ... The reactants are polyphosphonate ethyl ester, C(C=1C(O)=CC=CC1)(=O)N (salicylamide), C(C)OC(COC1=CC=C(C=C1)CC1C(NC(S1)=O)=O)OCC (5-[4-[(2,2-Diethoxy)ethoxy]phenyl methyl]thiazolidin-2,4-dione). Run in C(Cl)(Cl)Cl (chloroform), C(Cl)(Cl)Cl (chloroform). Run at time 30 minute. Product: O=C1NC(OC2=C1C=CC=C2)COC2=CC=C(C=C2)CC2C(NC(S2)=O)=O (5-[4-[[4-Oxo-3,4-dihydro-(2H)-1,3-benzoxazine-2-yl]methoxy]phenyl methyl]thiazolidin-2,4-dione). Isolated yield 82.0%. As a reaction SMILES: [C:1]([NH2:10])(=[O:9])[C:2]1[C:3](=[CH:5][CH:6]=[CH:7][CH:8]=1)[OH:4].C(O[CH:14](OCC)[CH2:15][O:16][C:17]1[CH:22]=[CH:21][C:20]([CH2:23][CH:24]2[S:28][C:27](=[O:29])[NH:26][C:25]2=[O:30])=[CH:19][CH:18]=1)C>C(Cl)(Cl)Cl>[O:9]=[C:1]1[C:2]2[CH:8]=[CH:7][CH:6]=[CH:5][C:3]=2[O:4][CH:14]([CH2:15][O:16][C:17]2[CH:18]=[CH:19][C:20]([CH2:23][CH:24]3[S:28][C:27](=[O:29])[NH:26][C:25]3=[O:30])=[CH:21][CH:22]=2)[NH:10]1. Procedure details: To a stirred solution of polyphosphonate ethyl ester (PPE) (3.15 g, 7.29 mmol) in chloroform (4.0 mL) was added salicylamide (0.5 g, 3.65 mmol) followed by addition of a solution of 5-[4-[(2,2-diethoxy)ethoxy]phenyl methyl]thiazolidin-2,4-dione (1.36 g, 4.0 mmol) obtained in example 2, in chloroform (10 mL) dropwise at 25-30° C. The reaction mixture was immersed in a preheated oil bath and refluxed for 3 h. The reaction mixture was cooled to room temperature and CHCl3 was removed under reduced p... As a reaction SMILES: [C:30](=[O:31])([O-:32])[O-:33].[CH3:1][CH:2]1[N:3]([CH2:7][CH2:8][c:9]2[o:10][c:11]3[c:12]([cH:13]2)[cH:14][c:15](-[c:18]2[cH:19][c:20]([C:24]([CH3:25])=[O:26])[cH:21][cH:22][cH:23]2)[cH:16][cH:17]3)[CH2:4][CH2:5][CH2:6]1.[CH3:36][OH:37].[ClH:27].[NH2:28][OH:29].[Na+:34].[Na+:35]>>[CH3:1][CH:2]1[N:3]([CH2:7][CH2:8][c:9]2[o:10][c:11]3[c:12]([cH:13]2)[cH:14][c:15](-[c:18]2[cH:19][c:20]([C:24]([CH3:25])=[N:28][OH:29])[cH:21][cH:22][cH:23]2)[cH:16][cH:17]3)[CH2:4][CH2:5][CH2:6]1. Product: CC(=NO)c1cccc(-c2ccc3oc(CCN4CCCC4C)cc3c2)c1. Reactants: O=C([O-])[O-], CC(=O)c1cccc(-c2ccc3oc(CCN4CCCC4C)cc3c2)c1, CO, Cl, NO, [Na+], [Na+]. Reactants: OS(=O)(=O)[O-].[Na+] (NaHSO4), C(C)OC(CC1=C(C=CC2=CC(=CC=C12)CN(C)C)Cl)=O ((2-Chloro-6-dimethylaminomethyl-naphthalen-1-yl)-acetic acid ethyl ester), [OH-].[Li+] (lithium hydroxide). Run in O (water), O1CCOCC1 (dioxane), O (Water). Reaction conditions: temperature 60 celsius. The product is ClC1=C(C2=CC=C(C=C2C=C1)CN(C)C)CC(=O)O ((2-Chloro-6-dimethylaminomethyl-naphthalen-1-yl)-acetic acid). RXN SMILES: C([O:3][C:4](=[O:21])[CH2:5][C:6]1[C:15]2[C:10](=[CH:11][C:12]([CH2:16][N:17]([CH3:19])[CH3:18])=[CH:13][CH:14]=2)[CH:9]=[CH:8][C:7]=1[Cl:20])C.[OH-].[Li+].OS([O-])(=O)=O.[Na+]>O1CCOCC1.O>[Cl:20][C:7]1[CH:8]=[CH:9][C:10]2[C:15](=[CH:14][CH:13]=[C:12]([CH2:16][N:17]([CH3:18])[CH3:19])[CH:11]=2)[C:6]=1[CH2:5][C:4]([OH:21])=[O:3] |f:1.2,3.4|. Procedure details: (2-Chloro-6-dimethylaminomethyl-naphthalen-1-yl)-acetic acid ethyl ester (223 mg, 0.73 mmol) is dissolved in dioxane (2.6 ml). Water (0.96 ml) and lithium hydroxide (21 mg, 0.88 mmol) are then added, and the reaction mixture is warmed to 60° C. for 4 h. HPLC analysis indicates complete conversion of starting material. The reaction is diluted with water, adjusted to pH 6-7 by addition of 1 M aqueous NaHSO4, and extracted with EtOAc. The water layer is then concentrated, and the solid residue is r...